Dataset: the Open Reaction Database (ORD), a public repository of structured organic reaction records. Task: describe an organic reaction: reactants, conditions, products, and yield Starting materials: CC(CN1C=2C=CC=CC2SC3=C1C=CC=C3)N(C)C.Cl (promethazine HCl), C=CN1CCCC1=O (polyvinylpyrrolidone K 90), C(CC(O)(C(=O)O)CC(=O)O)(=O)O (citric acid), C(\C=C\C=C\C)(=O)O (sorbic acid), C([C@@H]1[C@H]([C@@H]([C@H]([C@H](O1)O[C@]2([C@H]([C@@H]([C@H](O2)CO)O)O)CO)O)O)O)O (sucrose), amber glass. The solvent is O (water). Yields the product CC(CN1C=2C=CC=CC2SC3=C1C=CC=C3)N(C)C (Promethazine). RXN SMILES: [CH3:1][CH:2]([N:18]([CH3:20])[CH3:19])[CH2:3][N:4]1[C:13]2[CH:14]=[CH:15][CH:16]=[CH:17][C:12]=2[S:11][C:10]2[CH:9]=[CH:8][CH:7]=[CH:6][C:5]1=2.Cl.C=CN1C(=O)CCC1.C(O)(=O)CC(CC(O)=O)(C(O)=O)O.C(O)(=O)/C=C/C=C/C.C(O)[C@H]1O[C@H](O[C@]2(CO)O[C@H](CO)[C@@H](O)[C@@H]2O)[C@H](O)[C@@H](O)[C@@H]1O>O>[CH3:1][CH:2]([N:18]([CH3:19])[CH3:20])[CH2:3][N:4]1[C:5]2[CH:6]=[CH:7][CH:8]=[CH:9][C:10]=2[S:11][C:12]2[CH:17]=[CH:16][CH:15]=[CH:14][C:13]1=2 |f:0.1|. Procedure details: 22.6 g of promethazine HCl, 25.0 g of polyvinylpyrrolidone K 90 prepared as in Example 8, 5.0 g of citric acid, 2.0 g of sorbic acid and 60.0 g of sucrose were dissolved in 975.0 g of demineralized water at 50° C., and the solution was cooled to room temperature and dispensed into 50 ml amber glass bottles. Starting materials: CC(=O)OCCc1ccc(Nc2cc(Cl)c(C(F)(F)F)cc2N)cc1, ClCCl, Cl, O, O=C(O)CCCc1ccncc1. The product is CC(=O)OCCc1ccc(Nc2cc(Cl)c(C(F)(F)F)cc2NC(=O)CCCc2ccncc2)cc1. As a reaction SMILES: [C:1]([CH3:2])(=[O:3])[O:4][CH2:5][CH2:6][c:7]1[cH:8][cH:9][c:10]([NH:13][c:14]2[c:15]([NH2:25])[cH:16][c:17]([C:21]([F:22])([F:23])[F:24])[c:18]([Cl:20])[cH:19]2)[cH:11][cH:12]1.[Cl:40][CH2:41][Cl:42].[ClH:38].[OH2:39].[n:26]1[cH:27][cH:28][c:29]([CH2:32][CH2:33][CH2:34][C:35](=[O:36])[OH:37])[cH:30][cH:31]1>>[C:1]([CH3:2])(=[O:3])[O:4][CH2:5][CH2:6][c:7]1[cH:8][cH:9][c:10]([NH:13][c:14]2[c:15]([NH:25][C:35]([CH2:34][CH2:33][CH2:32][c:29]3[cH:28][cH:27][n:26][cH:31][cH:30]3)=[O:36])[cH:16][c:17]([C:21]([F:22])([F:23])[F:24])[c:18]([Cl:20])[cH:19]2)[cH:11][cH:12]1.